From a dataset of the Open Reaction Database (ORD), a public repository of structured organic reaction records. describe an organic reaction: reactants, conditions, products, and yield The reactants are FC1=CC=C(C=C1)C(C1=CC=C(C=C1)F)Cl (bis(p-fluorophenyl)methyl chloride), OCCNC(C)=O (N-(2-hydroxyethyl)acetamide), C([O-])([O-])=O.[K+].[K+] (potassium carbonate), C1=CC=CC=C1 (benzene). Run in O (water). The product is FC1=CC=C(C=C1)C(OCCNC(C)=O)C1=CC=C(C=C1)F (N-{2-[B is(p-fluorophenyl)methoxy]ethyl}-acetamide). RXN SMILES: [F:1][C:2]1[CH:7]=[CH:6][C:5]([CH:8](Cl)[C:9]2[CH:14]=[CH:13][C:12]([F:15])=[CH:11][CH:10]=2)=[CH:4][CH:3]=1.[OH:17][CH2:18][CH2:19][NH:20][C:21](=[O:23])[CH3:22].C(=O)([O-])[O-].[K+].[K+].C1C=CC=CC=1>O>[F:1][C:2]1[CH:7]=[CH:6][C:5]([CH:8]([C:9]2[CH:14]=[CH:13][C:12]([F:15])=[CH:11][CH:10]=2)[O:17][CH2:18][CH2:19][NH:20][C:21](=[O:23])[CH3:22])=[CH:4][CH:3]=1 |f:2.3.4|. Reported procedure: A mixture of 25.4 g (0.1 mole) of bis(p-fluorophenyl)methyl chloride, 10.3 g (0.1 mole) of N-(2-hydroxyethyl)acetamide (prepared according to F. J. McQuillin et. al., J. Chem. Soc. 1955, 2966), 14 g of potassium carbonate and 100 ml of benzene is refluxed for 5 hours. After cooling, the reaction mixture is poured into water. The aqueous layer is extracted with dichloromethane and the combined organic layers are dried over potassium carbonate and concentrated by evaporation of solvent. The residu... Starting materials: [Al+3], ClC(Cl)(Cl)Cl, CCCCCCO, C#C, [Cl-], [Cl-], [Cl-], [Cl-]. Yields the product CCCCCC(=O)C=CCl. As a reaction SMILES: [Al+3:2].[C:15]([Cl:16])([Cl:17])([Cl:18])[Cl:19].[CH2:8]([CH2:9][CH2:10][CH2:11][CH2:12][CH3:13])[OH:14].[CH:5]#[CH:6].[Cl-:1].[Cl-:3].[Cl-:4].[Cl-:7]>>[Cl:1][CH:5]=[CH:6][C:8]([CH2:9][CH2:10][CH2:11][CH2:12][CH3:13])=[O:14]. The reactants are C(C1=CC=CC=C1)N1C[C@@H]([C@H](C1)C1=CC(=C(C=C1)Cl)Cl)NC ([(3R,4S)-1-benzyl-4-(3,4-dichloro-phenyl)-pyrrolidin-3-yl]-methyl-amine), FC1=CC=C(C=C1)CC(=O)O (4-fluorophenylacetic acid). The product is C(C1=CC=CC=C1)N1CC(C(C1)C1=CC(=C(C=C1)Cl)Cl)N(C(CC1=CC=C(C=C1)F)=O)C (N-[(3RS,4SR)-1-benzyl-4-(3,4-dichloro-phenyl)-pyrrolidin-3-yl]-2-(4-fluoro-phenyl)-N-methyl-acetamide). Reaction SMILES: [CH2:1]([N:8]1[CH2:12][C@H:11]([C:13]2[CH:18]=[CH:17][C:16]([Cl:19])=[C:15]([Cl:20])[CH:14]=2)[C@@H:10]([NH:21][CH3:22])[CH2:9]1)[C:2]1[CH:7]=[CH:6][CH:5]=[CH:4][CH:3]=1.[F:23][C:24]1[CH:29]=[CH:28][C:27]([CH2:30][C:31]([OH:33])=O)=[CH:26][CH:25]=1>>[CH2:1]([N:8]1[CH2:12][CH:11]([C:13]2[CH:18]=[CH:17][C:16]([Cl:19])=[C:15]([Cl:20])[CH:14]=2)[CH:10]([N:21]([CH3:22])[C:31](=[O:33])[CH2:30][C:27]2[CH:26]=[CH:25][C:24]([F:23])=[CH:29][CH:28]=2)[CH2:9]1)[C:2]1[CH:3]=[CH:4][CH:5]=[CH:6][CH:7]=1. Procedure: In analogy to the procedure described for the synthesis of example 97, the title compound N-[(3RS,4SR)-1-benzyl-4-(3,4-dichloro-phenyl)-pyrrolidin-3-yl]-2-(4-fluoro-phenyl)-N-methyl-acetamide was prepared from [(3R,4S)-1-benzyl-4-(3,4-dichloro-phenyl)-pyrrolidin-3-yl]-methyl-amine using 4-fluorophenylacetic acid instead of 4-chloro-3-(trifluoromethyl)benzoic acid and was obtained as a light yellow oil. MS m/e: 471.2 [M]+. Reactants: COC1=CC=C(C=C1)SC1=CN(C=2N=CN=C(C21)N[C@@H](C)C2=NN1C(C(N2C2=CC=CC=C2)=O)=C(C=C1)C)COCC[Si](C)(C)C ((S)-2-(1-((5-((4-Methoxyphenyl)thio)-7-((2-(trimethylsilyl)ethoxy)methyl)-7H-pyrrolo[2,3-d]pyrimidin-4-yl)amino)ethyl)-5-methyl-3-phenylpyrrolo[2,1-f][1,2,4]triazin-4(3H)-one), B(Br)(Br)Br (boron tribromide), N (ammonia). The solvent is ClCCl (dichloromethane). Yields the product OC1=CC=C(C=C1)SC1=CNC=2N=CN=C(C21)N[C@@H](C)C2=NN1C(C(N2C2=CC=CC=C2)=O)=C(C=C1)C ((S)-2-(1-((5-((4-Hydroxyphenyl)thio)-7H-pyrrolo[2,3-d]pyrimidin-4-yl)amino)ethyl)-5-methyl-3-phenylpyrrolo[2,1-f][1,2,4]triazin-4(3H)-one). Isolated yield 47.1%. RXN SMILES: C[O:2][C:3]1[CH:8]=[CH:7][C:6]([S:9][C:10]2[C:18]3[C:17]([NH:19][C@H:20]([C:22]4[N:27]([C:28]5[CH:33]=[CH:32][CH:31]=[CH:30][CH:29]=5)[C:26](=[O:34])[C:25]5=[C:35]([CH3:38])[CH:36]=[CH:37][N:24]5[N:23]=4)[CH3:21])=[N:16][CH:15]=[N:14][C:13]=3[N:12](COCC[Si](C)(C)C)[CH:11]=2)=[CH:5][CH:4]=1.B(Br)(Br)Br.N>ClCCl>[OH:2][C:3]1[CH:4]=[CH:5][C:6]([S:9][C:10]2[C:18]3[C:17]([NH:19][C@H:20]([C:22]4[N:27]([C:28]5[CH:33]=[CH:32][CH:31]=[CH:30][CH:29]=5)[C:26](=[O:34])[C:25]5=[C:35]([CH3:38])[CH:36]=[CH:37][N:24]5[N:23]=4)[CH3:21])=[N:16][CH:15]=[N:14][C:13]=3[NH:12][CH:11]=2)=[CH:7][CH:8]=1. Procedure: (S)-2-(1-((5-((4-Methoxyphenyl)thio)-7-((2-(trimethylsilyl)ethoxy)methyl)-7H-pyrrolo[2,3-d]pyrimidin-4-yl)amino)ethyl)-5-methyl-3-phenylpyrrolo[2,1-f][1,2,4]triazin-4(3H)-one (65 mg, 0.10 mmol) was treated with boron tribromide (1M in dichloromethane, 894 μL, 0.99 mmol) in dichloromethane (1.3 mL) and then with a solution of ammonia (7N in methanol, 1.3 ml, 9.10 mmol) according to the method described in Example 41. The residue was purified using SP1® Purification System (0% to 100% dichlorometh...